This data is from the Open Reaction Database (ORD), a public repository of structured organic reaction records. The task is: describe an organic reaction: reactants, conditions, products, and yield Starting materials: BrCCBr, Brc1cccc(C2OCCO2)c1, C1CCOC1, Cc1ccc(C=O)s1, [Mg], O. The product is Cc1ccc(C(O)c2cccc(C3OCCO3)c2)s1. RXN SMILES: [Br:13][CH2:14][CH2:15][Br:16].[Br:1][c:2]1[cH:3][c:4]([CH:8]2[O:9][CH2:10][CH2:11][O:12]2)[cH:5][cH:6][cH:7]1.[CH2:27]1[O:28][CH2:29][CH2:30][CH2:31]1.[CH3:18][c:19]1[cH:20][cH:21][c:22]([CH:24]=[O:25])[s:23]1.[Mg:17].[OH2:26]>>[c:2]1([CH:24]([c:22]2[cH:21][cH:20][c:19]([CH3:18])[s:23]2)[OH:25])[cH:3][c:4]([CH:8]2[O:9][CH2:10][CH2:11][O:12]2)[cH:5][cH:6][cH:7]1. The reactants are O=C([O-])[O-], ClCc1ccc2c(c1)OCO2, ClCCl, COc1cc(C)c(S(=O)(=O)NC(C(=O)O)C(C)O)c(C)c1C, CN(C)C=O, [I-], [K+], [K+], [Li+]. The product is COc1cc(C)c(S(=O)(=O)NC(C(=O)OCc2ccc3c(c2)OCO3)C(C)O)c(C)c1C. As a reaction SMILES: [C:23](=[O:24])([O-:25])[O-:26].[CH2:29]1[O:30][c:31]2[cH:32][c:33]([CH2:34][Cl:35])[cH:36][cH:37][c:38]2[O:39]1.[CH2:47]([Cl:48])[Cl:49].[CH3:1][O:2][c:3]1[c:4]([CH3:22])[c:5]([CH3:21])[c:6]([S:10](=[O:11])(=[O:12])[NH:13][CH:14]([C:15](=[O:16])[OH:17])[CH:18]([CH3:19])[OH:20])[c:7]([CH3:9])[cH:8]1.[CH3:42][N:43]([CH3:44])[CH:45]=[O:46].[I-:40].[K+:27].[K+:28].[Li+:41]>>[CH3:1][O:2][c:3]1[c:4]([CH3:22])[c:5]([CH3:21])[c:6]([S:10](=[O:11])(=[O:12])[NH:13][CH:14]([C:15]([O:16][CH2:34][c:33]2[cH:32][c:31]3[c:38]([cH:37][cH:36]2)[O:39][CH2:29][O:30]3)=[O:17])[CH:18]([CH3:19])[OH:20])[c:7]([CH3:9])[cH:8]1. Starting materials: C(C)(=O)O[BH-](OC(C)=O)OC(C)=O.[Na+] (sodium triacetoxyborohydride), C(=O)CC1(CCCCC1)CCN1CCOCC1 (4-[2-[1-(formylmethyl)cyclohexyl]ethyl]morpholine), C1(=CC=C(C=C1)NC1CCNCC1)C (4-(p-toluidino)piperidine), C(C)(=O)O (acetic acid), C(O)([O-])=O.[Na+] (sodium hydrogencarbonate). The solvent is ClCCCl (1,2-dichloroethane), C(Cl)(Cl)Cl (chloroform). Conditions: time 3 hour. The product is C1(=CC=C(C=C1)NC1CCN(CC1)CCC1(CCCCC1)CCN1CCOCC1)C (4-[2-[1-[2-[4-(p-Toluidino)piperidin-1-yl]ethyl]cyclohexyl]ethyl]morpholine). The yield is 46.0%. As a reaction SMILES: C(O[BH-](OC(=O)C)OC(=O)C)(=O)C.[Na+].[CH:15]([CH2:17][C:18]1([CH2:24][CH2:25][N:26]2[CH2:31][CH2:30][O:29][CH2:28][CH2:27]2)[CH2:23][CH2:22][CH2:21][CH2:20][CH2:19]1)=O.[C:32]1([CH3:45])[CH:37]=[CH:36][C:35]([NH:38][CH:39]2[CH2:44][CH2:43][NH:42][CH2:41][CH2:40]2)=[CH:34][CH:33]=1.C(O)(=O)C.C(=O)([O-])O.[Na+]>ClCCCl.C(Cl)(Cl)Cl>[C:32]1([CH3:45])[CH:33]=[CH:34][C:35]([NH:38][CH:39]2[CH2:44][CH2:43][N:42]([CH2:15][CH2:17][C:18]3([CH2:24][CH2:25][N:26]4[CH2:31][CH2:30][O:29][CH2:28][CH2:27]4)[CH2:23][CH2:22][CH2:21][CH2:20][CH2:19]3)[CH2:41][CH2:40]2)=[CH:36][CH:37]=1 |f:0.1,5.6|. Reported procedure: After adding sodium triacetoxyborohydride (579 mg, 2.73 mmol) to a solution of 4-[2-[1-(formylmethyl)cyclohexyl]ethyl]morpholine (625 mg, ca. 1.82 mmol), 4-(p-toluidino)piperidine (519 mg, 2.73 mmol) and acetic acid (0.21 mL, 3.64 mmol) in 1,2-dichloroethane (10 mL), the mixture was stirred for 3 hours. Saturated aqueous sodium hydrogencarbonate was added to the reaction mixture, and extraction was performed with chloroform. The organic layer was washed with saturated brine and dried (anhydrous ... Reactants: FC1=C(C=C(C=C1)C1=CC=NC2=NC(=CC=C12)C(F)(F)F)O (2-Fluoro-5-(7-trifluoromethyl[1,8]naphthyridin-4-yl)phenol), C([O-])([O-])=O.[Cs+].[Cs+] (caesium carbonate), Cl.ClCC=1C=NC=CC1 (3-(chloromethyl)pyridine hydrochloride). The solvent is CN(C)C=O (DMF). The product is FC1=C(C=C(C=C1)C1=C2C=CC(=NC2=NC=C1)C(F)(F)F)OCC=1C=NC=CC1 (5-[4-fluoro-3-(pyridin-3-ylmethoxy)phenyl]-2-trifluoromethyl[1,8]naphthyridine). Reaction SMILES: [F:1][C:2]1[CH:7]=[CH:6][C:5]([C:8]2[C:17]3[C:12](=[N:13][C:14]([C:18]([F:21])([F:20])[F:19])=[CH:15][CH:16]=3)[N:11]=[CH:10][CH:9]=2)=[CH:4][C:3]=1[OH:22].C(=O)([O-])[O-].[Cs+].[Cs+].Cl.Cl[CH2:31][C:32]1[CH:33]=[N:34][CH:35]=[CH:36][CH:37]=1>CN(C=O)C>[F:1][C:2]1[CH:7]=[CH:6][C:5]([C:8]2[CH:9]=[CH:10][N:11]=[C:12]3[C:17]=2[CH:16]=[CH:15][C:14]([C:18]([F:19])([F:20])[F:21])=[N:13]3)=[CH:4][C:3]=1[O:22][CH2:31][C:32]1[CH:33]=[N:34][CH:35]=[CH:36][CH:37]=1 |f:1.2.3,4.5|. Procedure details: 2-Fluoro-5-(7-trifluoromethyl[1,8]naphthyridin-4-yl)phenol (prepared as described in Example 35 part a), 50.0 mg, 0.16 mmol), caesium carbonate (159 mg, 0.49 mmol) and 3-(chloromethyl)pyridine hydrochloride (31.9 mg, 0.20 mmol) were stirred together in DMF (3 mL) at room temperature under nitrogen overnight. The mixture was partitioned between dichloromethane (3 mL) and water (3 mL), then was filtered through a PTFE cartridge. The separated organic phase was concentrated in vacuo, and residue wa... Starting materials: CC=1SC(=C(N1)C(F)(F)F)C(=O)Cl (2-Methyl-4-trifluoromethyl-5-chlorocarbonyl thiazole), BrC1=C(N)C(=CC(=C1)OC(F)(F)F)Br (2,6-dibromo-4-trifluoromethoxy aniline). Run in C(C)#N (acetonitrile). Run at time 6.5 hour. Yields the product CC1=NC(=C(S1)C(=O)NC2=C(C=C(C=C2Br)OC(F)(F)F)Br)C(F)(F)F (thifluzamide). The yield is 98.9%. Reaction SMILES: [CH3:1][C:2]1[S:3][C:4]([C:11](Cl)=[O:12])=[C:5]([C:7]([F:10])([F:9])[F:8])[N:6]=1.[Br:14][C:15]1[CH:21]=[C:20]([O:22][C:23]([F:26])([F:25])[F:24])[CH:19]=[C:18]([Br:27])[C:16]=1[NH2:17]>C(#N)C>[CH3:1][C:2]1[S:3][C:4]([C:11]([NH:17][C:16]2[C:18]([Br:27])=[CH:19][C:20]([O:22][C:23]([F:26])([F:24])[F:25])=[CH:21][C:15]=2[Br:14])=[O:12])=[C:5]([C:7]([F:10])([F:9])[F:8])[N:6]=1. Procedure: 2-Methyl-4-trifluoromethyl-5-chlorocarbonyl thiazole 6.47 g and 2,6-dibromo-4-trifluoromethoxy aniline 8.91 g were added in acetonitrile 16.8 ml, and they were heated to reflex for 6.5 hours. Solvent was removed from the reaction mixture by distillation under a reduced pressure, and then ethyl acetate 420 g and water 300 ml were added and they were agitated. After standing calmly, the ethyl acetate layer was collected, and washed with 300 ml each of water, saturated sodium bicarbonate solution, ... Reactants: Cc1cc(-c2cc(C(F)(F)F)n3ncc(C(=O)O)c3n2)ccc1C(F)(F)F, CC(C)(CO)NS(=O)(=O)c1cc(N)c(Cl)s1. Product: Cc1cc(-c2cc(C(F)(F)F)n3ncc(C(=O)Nc4cc(S(=O)(=O)NC(C)(C)CO)sc4Cl)c3n2)ccc1C(F)(F)F. RXN SMILES: [CH3:1][c:2]1[cH:3][c:4](-[c:12]2[n:13][c:14]3[n:15]([c:16]([C:18]([F:19])([F:20])[F:21])[cH:17]2)[n:22][cH:23][c:24]3[C:25](=[O:26])[OH:27])[cH:5][cH:6][c:7]1[C:8]([F:9])([F:10])[F:11].[OH:28][CH2:29][C:30]([CH3:31])([CH3:32])[NH:33][S:34](=[O:35])(=[O:36])[c:37]1[s:38][c:39]([Cl:43])[c:40]([NH2:42])[cH:41]1>>[CH3:1][c:2]1[cH:3][c:4](-[c:12]2[n:13][c:14]3[n:15]([c:16]([C:18]([F:19])([F:20])[F:21])[cH:17]2)[n:22][cH:23][c:24]3[C:25](=[O:26])[NH:42][c:40]2[c:39]([Cl:43])[s:38][c:37]([S:34]([NH:33][C:30]([CH2:29][OH:28])([CH3:31])[CH3:32])(=[O:35])=[O:36])[cH:41]2)[cH:5][cH:6][c:7]1[C:8]([F:9])([F:10])[F:11]. Yields the product Nc1n[nH]c2c([N+](=O)[O-])cc(C(F)(F)F)cc12. RXN SMILES: [CH2:12]([O:13][C:14](=[O:15])[n:17]1[n:18][c:19]2[c:20]([N+:31](=[O:32])[O-:33])[cH:21][c:22]([C:27]([F:28])([F:29])[F:30])[cH:23][c:24]2[c:25]1[NH2:26])[CH3:16].[CH2:1]([O:2][C:3]([O:4][C:5]([O:6][CH2:7][CH3:8])=[O:9])=[O:10])[CH3:11].[CH3:34][CH2:35][OH:36]>>[n:17]1[nH:18][c:19]2[c:20]([N+:31](=[O:32])[O-:33])[cH:21][c:22]([C:27]([F:28])([F:29])[F:30])[cH:23][c:24]2[c:25]1[NH2:26]. Reactants: CCOC(=O)n1nc2c([N+](=O)[O-])cc(C(F)(F)F)cc2c1N, CCOC(=O)OC(=O)OCC, CCO. Starting materials: CC(C)(C)OC(=O)N1CCNCC1, CC(=O)OC1CCc2c(Cl)ncnc21, CN1CCCC1=O, CCOC(C)=O. Reaction SMILES: [C:15](=[O:16])([O:17][C:18]([CH3:19])([CH3:20])[CH3:21])[N:22]1[CH2:23][CH2:24][NH:25][CH2:26][CH2:27]1.[C:1]([CH3:2])(=[O:3])[O:4][CH:5]1[CH2:6][CH2:7][c:8]2[c:9]1[n:10][cH:11][n:12][c:13]2[Cl:14].[CH3:28][N:29]1[CH2:30][CH2:31][CH2:32][C:33]1=[O:34].[CH3:35][CH2:36][O:37][C:38](=[O:39])[CH3:40]>>[C:1]([CH3:2])(=[O:3])[O:4][CH:5]1[CH2:6][CH2:7][c:8]2[c:9]1[n:10][cH:11][n:12][c:13]2[N:25]1[CH2:24][CH2:23][N:22]([C:15](=[O:16])[O:17][C:18]([CH3:19])([CH3:20])[CH3:21])[CH2:27][CH2:26]1. The product is CC(=O)OC1CCc2c1ncnc2N1CCN(C(=O)OC(C)(C)C)CC1. The reactants are crude mixture, COC(C1=CC(=C(C=C1)NC(=O)[C@H]1[C@@H]([C@@]2([C@@H](N1)CC(C)(C)C)C(NC1=CC(=CC=C12)Cl)=O)C1=C(C(=CC=C1)Cl)F)NC)=O (rac-4-{[(2′S,3′R,4′S,5′R)-6-chloro-4′-(3-chloro-2-fluoro-phenyl)-2′-(2,2-dimethyl-propyl)-2-oxo-1,2-dihydro-spiro[indole-3,3′-pyrrolidine]-5′-carbonyl]amino}-3-methylamino-benzoic acid methyl ester), [OH-].[Na+] (NaOH), Cl (HCl). The solvent is O (water), CO (MeOH), C1CCOC1 (THF). Reaction conditions: time 18 hour. Product: ClC1=CC=C2C(=C1)NC([C@@]21[C@@H](N[C@H]([C@@H]1C1=C(C(=CC=C1)Cl)F)C(=O)NC1=C(C=C(C(=O)O)C=C1)NC)CC(C)(C)C)=O (rac-4-{[(2′S,3′R,4′S,5′R)-6-chloro-4′-(3-chloro-2-fluoro-phenyl)-2′-(2,2-dimethyl-propyl)-2-oxo-1,2-dihydro-spiro[indole-3,3′-pyrrolidine]-5′-carbonyl]amino}-3-methylamino-benzoic acid). RXN SMILES: C[O:2][C:3](=[O:43])[C:4]1[CH:9]=[CH:8][C:7]([NH:10][C:11]([C@@H:13]2[NH:17][C@@H:16]([CH2:18][C:19]([CH3:22])([CH3:21])[CH3:20])[C@:15]3([C:30]4[C:25](=[CH:26][C:27]([Cl:31])=[CH:28][CH:29]=4)[NH:24][C:23]3=[O:32])[C@H:14]2[C:33]2[CH:38]=[CH:37][CH:36]=[C:35]([Cl:39])[C:34]=2[F:40])=[O:12])=[C:6]([NH:41][CH3:42])[CH:5]=1.[OH-].[Na+].Cl>CO.C1COCC1.O>[Cl:31][C:27]1[CH:26]=[C:25]2[NH:24][C:23](=[O:32])[C@:15]3([C@@H:14]([C:33]4[CH:38]=[CH:37][CH:36]=[C:35]([Cl:39])[C:34]=4[F:40])[C@H:13]([C:11]([NH:10][C:7]4[CH:8]=[CH:9][C:4]([C:3]([OH:43])=[O:2])=[CH:5][C:6]=4[NH:41][CH3:42])=[O:12])[NH:17][C@H:16]3[CH2:18][C:19]([CH3:21])([CH3:20])[CH3:22])[C:30]2=[CH:29][CH:28]=1 |f:1.2|. Procedure details: To a solution of rac-4-{[(2′S,3′R,4′S,5′R)-6-chloro-4′-(3-chloro-2-fluoro-phenyl)-2′-(2,2-dimethyl-propyl)-2-oxo-1,2-dihydro-spiro[indole-3,3′-pyrrolidine]-5′-carbonyl]amino}-3-methylamino-benzoic acid methyl ester (0.22 g, 0.35 mmol) in MeOH (4 mL) and THF (12 mL) was added an aqueous solution (1N) of NaOH (7.5 mL, 7.5 mmol). The reaction mixture was stirred at room temperature for 18 h. The crude mixture was diluted with water, and acidified to “pH” 5-6 by dilute aqueous HCl solution. The mixt... Reactants: ClC1=CC(=[N+](C(=C1)NC(=O)OCC)[O-])NC(=O)OCC (4-chloro-2,6-bis(ethoxycarbonylamino)pyridine 1-oxide), [OH-].[K+] (potassium hydroxide), C(C)O (ethanol), N1CCOCC1 (morpholine), C(C)O (ethanol). Run in O (water). Reaction conditions: time 24 hour. Product: NC1=[N+](C(=CC(=C1)N1CCOCC1)N)[O-] (2,6-diamino-4-(4-morpholinyl)pyridine 1-oxide). The yield is 69.0%. RXN SMILES: Cl[C:2]1[CH:7]=[C:6]([NH:8]C(OCC)=O)[N+:5]([O-:14])=[C:4]([NH:15]C(OCC)=O)[CH:3]=1.[NH:21]1[CH2:26][CH2:25][O:24][CH2:23][CH2:22]1.C(O)C.[OH-].[K+]>O>[NH2:15][C:4]1[CH:3]=[C:2]([N:21]2[CH2:26][CH2:25][O:24][CH2:23][CH2:22]2)[CH:7]=[C:6]([NH2:8])[N+:5]=1[O-:14] |f:3.4|. Procedure details: A mixture of 4-chloro-2,6-bis(ethoxycarbonylamino)pyridine 1-oxide (10.0 g., 0.03 mole) and 60 ml. of morpholine is refluxed with stirring under a nitrogen atmosphere for a period of 24 hrs. and concentrated to dryness. The residual material thus obtained is taken up in 200 ml. of absolute ethanol and 24.0 g. (0.36 mole) of 85% potassium hydroxide. After stirring at reflux temperature for a period of 16 hr., 200 ml. of absolute ethanol is added and reflux continued for an additional period of 30...